The task is: describe an organic reaction: reactants, conditions, products, and yield. This data is from the Open Reaction Database (ORD), a public repository of structured organic reaction records. The reactants are BrC1=CC=C(C=C1)O (4-bromophenol), C(=O)([O-])[O-].[K+].[K+] (K2CO3), Cl.ClCCN1CCCCC1 (1-(2-chloroethyl)-piperidine hydrochloride). Run in CN(C)C=O (DMF). Reaction conditions: temperature 100 celsius. Product: BrC1=CC=C(OCCN2CCCCC2)C=C1 (1-[2-(4-bromo-phenoxy)-ethyl]-piperidine). The yield is 78.6%. RXN SMILES: [Br:1][C:2]1[CH:7]=[CH:6][C:5]([OH:8])=[CH:4][CH:3]=1.C([O-])([O-])=O.[K+].[K+].Cl.Cl[CH2:17][CH2:18][N:19]1[CH2:24][CH2:23][CH2:22][CH2:21][CH2:20]1>CN(C=O)C>[Br:1][C:2]1[CH:7]=[CH:6][C:5]([O:8][CH2:17][CH2:18][N:19]2[CH2:24][CH2:23][CH2:22][CH2:21][CH2:20]2)=[CH:4][CH:3]=1 |f:1.2.3,4.5|. Procedure details: 4-bromophenol (5.2 g, 30 mmol), K2CO3 (10.4 g, 75 mmol) and anhydrous DMF (50 ml) were mixed together under Ar and heated at 100° C. 1-(2-chloroethyl)-piperidine hydrochloride (5.5 g, 30 mmol) was added in portions over 10 min and the reaction maintained at 100° C. for 1.5 h. After cooling the reaction, the solid was filtered off and the solvent removed under vacuum. The crude product was chromatographed on silica gel with methanol/ethyl acetate (3:1) to yield 6.7 g (78%) of the title compound. ... Reported procedure: To a solution of 2-(trimethylsilyl)ethyl (S)-2-amino-3-(tetrahydro-2H-pyran-3-yl)propyl(methyl)carbamate (300 mg, 0.95 mmol) and CDI (154 mg, 0.95 mmol) in anhydrous CH2Cl2 (20 mL), DIEA (612 mg, 4.7 mmol) was added with ice bath. After addition, the mixture was stirred for 1 h at 0° C., then was added to a solution of {2-[(3-fluoro-phenyl)-piperidin-3-yl-methoxy]-ethyl}-carbamic acid methyl ester (245 mg, 0.79 mmol) in anhydrous CH2Cl2 (25 mL). The reaction mixture was allowed to warm to rt and... Yield: 50.0%. Solvent: C(Cl)Cl (CH2Cl2), C(Cl)Cl (CH2Cl2). Reactants: COC(NCCOC(C1CNCCC1)C1=CC(=CC=C1)F)=O ({2-[(3-fluoro-phenyl)-piperidin-3-yl-methoxy]-ethyl}-carbamic acid methyl ester), N[C@H](CN(C(OCC[Si](C)(C)C)=O)C)CC1COCCC1 (2-(trimethylsilyl)ethyl (S)-2-amino-3-(tetrahydro-2H-pyran-3-yl)propyl(methyl)carbamate), C1=CN(C=N1)C(=O)N2C=CN=C2 (CDI), CCN(C(C)C)C(C)C (DIEA). RXN SMILES: [NH2:1][C@@H:2]([CH2:15][CH:16]1[CH2:21][CH2:20][CH2:19][O:18][CH2:17]1)[CH2:3][N:4]([CH3:14])[C:5](=[O:13])[O:6][CH2:7][CH2:8][Si:9]([CH3:12])([CH3:11])[CH3:10].C1N=CN([C:27]([N:29]2[CH:33]=N[CH:31]=[CH:30]2)=[O:28])C=1.CCN(C(C)C)C(C)C.[CH3:43][O:44][C:45](=[O:64])[NH:46][CH2:47][CH2:48][O:49][CH:50]([C:57]1[CH:62]=[CH:61][CH:60]=[C:59]([F:63])[CH:58]=1)[CH:51]1CCCN[CH2:52]1>C(Cl)Cl>[F:63][C:59]1[CH:58]=[C:57]([C@@H:50]([C@@H:51]2[CH2:52][CH2:31][CH2:30][N:29]([C:27](=[O:28])[NH:1][C@@H:2]([CH2:15][CH:16]3[CH2:21][CH2:20][CH2:19][O:18][CH2:17]3)[CH2:3][N:4]([C:5]([O:6][CH2:7][CH2:8][Si:9]([CH3:12])([CH3:11])[CH3:10])=[O:13])[CH3:14])[CH2:33]2)[O:49][CH2:48][CH2:47][NH:46][C:45](=[O:64])[O:44][CH3:43])[CH:62]=[CH:61][CH:60]=1. Product: FC=1C=C(C=CC1)[C@H](OCCNC(OC)=O)[C@H]1CN(CCC1)C(N[C@H](CN(C)C(=O)OCC[Si](C)(C)C)CC1COCCC1)=O (methyl 2-((R)-(3-fluorophenyl)((3R)-1-((S)-1-(N-Methyl-2-(trimethylsilyl)ethoxycarbonylamino)-3-(tetrahydro-2H-pyran-3-yl)propan-2-ylcarbamoyl)piperidin-3-yl)methoxy)ethylcarbamate). Run at temperature 0 celsius, time 1 hour. The reactants are O=C(O)c1ccncc1Cl, Nc1cc(C(F)(F)C(F)(F)F)ccc1O, c1ccncc1. Product: O=C(Nc1cc(C(F)(F)C(F)(F)F)ccc1O)c1ccncc1Cl. Reaction SMILES: [Cl:1][c:2]1[c:3]([C:4](=[O:5])[OH:6])[cH:7][cH:8][n:9][cH:10]1.[NH2:11][c:12]1[c:13]([OH:25])[cH:14][cH:15][c:16]([C:18]([C:19]([F:20])([F:21])[F:22])([F:23])[F:24])[cH:17]1.[cH:26]1[cH:27][cH:28][n:29][cH:30][cH:31]1>>[Cl:1][c:2]1[c:3]([C:4](=[O:6])[NH:11][c:12]2[c:13]([OH:25])[cH:14][cH:15][c:16]([C:18]([C:19]([F:20])([F:21])[F:22])([F:23])[F:24])[cH:17]2)[cH:7][cH:8][n:9][cH:10]1. The reactants are ClC1=NC(=NC(=C1NC=O)NOCCCOCP(=O)(OCC)OCC)NC=O (4-chloro-6-[3-(diethoxyphosphorylmethoxy)propoxyamino]-2,5-diformamidopyrimidine). Solvent: C(C)(=O)OC(OCC)OCC (diethoxymethyl acetate). Reaction conditions: temperature 25 celsius, time 2 hour. Yields the product ClC1=C2N=CN(C2=NC(=N1)NC=O)OCCCOCP(=O)(OCC)OCC (6-chloro-9-[3-(diethoxyphosphorylmethoxy)propoxy]-2-formamidopurine). Yield: 69.2%. As a reaction SMILES: [Cl:1][C:2]1[C:7]([NH:8][CH:9]=O)=[C:6]([NH:11][O:12][CH2:13][CH2:14][CH2:15][O:16][CH2:17][P:18]([O:23][CH2:24][CH3:25])([O:20][CH2:21][CH3:22])=[O:19])[N:5]=[C:4]([NH:26][CH:27]=[O:28])[N:3]=1>C(OC(OCC)OCC)(=O)C>[Cl:1][C:2]1[N:3]=[C:4]([NH:26][CH:27]=[O:28])[N:5]=[C:6]2[C:7]=1[N:8]=[CH:9][N:11]2[O:12][CH2:13][CH2:14][CH2:15][O:16][CH2:17][P:18]([O:23][CH2:24][CH3:25])([O:20][CH2:21][CH3:22])=[O:19]. Procedure details: A solution of 4-chloro-6-[3-(diethoxyphosphorylmethoxy)propoxyamino]-2,5-diformamidopyrimidine (4.48 g, 10 mmol) in diethoxymethyl acetate (40 ml) was heated at 120° C. for 2.5 h. After removal of the solvent in vacuo. the residue was dissolved in methanol (50 ml) and 0.88 ammonia (2 ml) then stirred at 25° C. for 2 h. The reaction was then reduced in vacuo and co-evaporated twice with methanol before chromatography of the residue in chloroform/methanol (100:1) to give 6-chloro-9-[3-(diethoxypho...